This data is from the Open Reaction Database (ORD), a public repository of structured organic reaction records. The task is: describe an organic reaction: reactants, conditions, products, and yield Reactants: Cc1ccc(N)cc1, CO, Cc1c(Cl)nnc(Cc2ccncc2)c1C, ClCCl. Yields the product Cc1ccc(Nc2nnc(Cc3ccncc3)c(C)c2C)cc1. RXN SMILES: [CH3:17][c:18]1[cH:19][cH:20][c:21]([NH2:22])[cH:23][cH:24]1.[CH3:28][OH:29].[Cl:1][c:2]1[n:3][n:4][c:5]([CH2:10][c:11]2[cH:12][cH:13][n:14][cH:15][cH:16]2)[c:6]([CH3:9])[c:7]1[CH3:8].[Cl:25][CH2:26][Cl:27]>>[c:2]1([NH:22][c:21]2[cH:20][cH:19][c:18]([CH3:17])[cH:24][cH:23]2)[n:3][n:4][c:5]([CH2:10][c:11]2[cH:12][cH:13][n:14][cH:15][cH:16]2)[c:6]([CH3:9])[c:7]1[CH3:8]. The reactants are [H-].[Na+] (sodium hydride), CN(C=O)C (DMF), ClC1=CC=C(C(=O)C2=NOC(=C2NC(CBr)=O)C)C=C1 (N-[3-(4-chlorobenzoyl)-5-methylisoxazol-4-yl]-bromoacetamide), C([O-])(O)=O.[Na+] (sodium bicarbonate), CN(C=O)C (dimethylformamide), CI (methyl iodide). The solvent is CCCCCC (hexane). Reaction conditions: temperature 20 celsius. The product is CC=1ONC=2C1N(C(C=NC2C2=CC=C(C=C2)Cl)=O)C (3,4-Dimethyl-8-(4-chlorophenyl)isoxazolo[4,3-e][1,4]diazepin-5-one). Reaction SMILES: [Cl:1][C:2]1[CH:20]=[CH:19][C:5]([C:6]([C:8]2[C:12]([NH:13][C:14](=O)CBr)=[C:11]([CH3:18])[O:10][N:9]=2)=O)=[CH:4][CH:3]=1.[H-].[Na+].CI.[C:25](=[O:28])(O)[O-].[Na+].[CH3:30][N:31](C)C=O>CCCCCC>[CH3:18][C:11]1[O:10][NH:9][C:8]2[C:12]=1[N:13]([CH3:14])[C:25](=[O:28])[CH:30]=[N:31][C:6]=2[C:5]1[CH:19]=[CH:20][C:2]([Cl:1])=[CH:3][CH:4]=1 |f:1.2,4.5|. Reported procedure: A solution of N-[3-(4-chlorobenzoyl)-5-methylisoxazol-4-yl]-bromoacetamide of Example Vc (4.26 g, 15.5 mmoles) in dimethylformamide (DMF) (40 ml) was added to a suspension of hexane-washed sodium hydride (0.67 g, 14 mmoles, 50% oil dispersion) in DMF (40 ml) at 5° C. After warming to 20° C., methyl iodide (1.06 ml, 17 mmoles) was added. The reaction solution was Poured into dilute sodium bicarbonate (600 ml) with stirring. The precipitate was extracted with ethyl acetate, the organic solution wa... Reactants: O (water), C(C)OC(=O)\C(\CC(=O)O)=C(\C1=CC=C(C=C1)S(=O)(=O)C)/C1=CC=C(C=C1)Cl ((Z)-3-ethoxycarbonyl-4-(4-chloro phenyl)-4-(4-methanesulfonylphenyl)-3-butenoic acid), CO (methanol), B (borane). Solvent: O1CCCC1 (tetrahydrofuran). Run at time 2.5 hour. The product is ClC1=CC=C(C=C1)\C(=C(/C(=O)OCC)\CCO)\C1=CC=C(C=C1)S(=O)(=O)C (ethyl (Z)-3-(4-chlorophenyl)-3-(4-methanesulfonylphenyl)-2-(2-hydroxyethyl)-2-propenoate). RXN SMILES: [CH2:1]([O:3][C:4](/[C:6](=[C:11](\[C:22]1[CH:27]=[CH:26][C:25]([Cl:28])=[CH:24][CH:23]=1)/[C:12]1[CH:17]=[CH:16][C:15]([S:18]([CH3:21])(=[O:20])=[O:19])=[CH:14][CH:13]=1)/[CH2:7][C:8](O)=[O:9])=[O:5])[CH3:2].B.CO.O>O1CCCC1>[Cl:28][C:25]1[CH:24]=[CH:23][C:22](/[C:11](/[C:12]2[CH:13]=[CH:14][C:15]([S:18]([CH3:21])(=[O:20])=[O:19])=[CH:16][CH:17]=2)=[C:6](/[CH2:7][CH2:8][OH:9])\[C:4]([O:3][CH2:1][CH3:2])=[O:5])=[CH:27][CH:26]=1. Procedure: To a solution of 350 g of (Z)-3-ethoxycarbonyl-4-(4-chloro phenyl)-4-(4-methanesulfonylphenyl)-3-butenoic acid, prepared in Example 63, in 1.5 l of tetrahydrofuran are added dropwise, and with good stirring, 120 ml of borane/dimethyl sulfide complex. At the end of the addition, the solution is stirred for 2.5 hours at room temperature. The borane in excess is hydrolyzed with 100 ml of methanol and 100 ml of water. After evaporation of the solvent under vacuum, the residue is crystallized in wate... The reactants are N1N=NC2=C1C=CC=C2 (1H-benzotriazole), O (Water), Cl.ClCC=1C=C(C=CC1)C1=NC=C(C=N1)OCCN1CCOCC1 (4-{2-[2-(3-chloromethylphenyl)pyrimidin-5-yloxy]ethyl}morpholine hydrochloride), C(O)([O-])=O.[Na+] (sodium hydrogencarbonate). Run in C(C)#N (acetonitrile). Reaction conditions: temperature 90 celsius. The product is N1(CCOCC1)CCOC=1C=NC(=NC1)C=1C=C(CN2N=NC3=C2C=CC=C3)C=CC1 (1-{3-[5-(2-morpholin-4-ylethoxy)pyrimidin-2-yl]benzyl}-1H-benzotriazole). RXN SMILES: [NH:1]1[C:5]2[CH:6]=[CH:7][CH:8]=[CH:9][C:4]=2[N:3]=[N:2]1.Cl.Cl[CH2:12][C:13]1[CH:14]=[C:15]([C:19]2[N:24]=[CH:23][C:22]([O:25][CH2:26][CH2:27][N:28]3[CH2:33][CH2:32][O:31][CH2:30][CH2:29]3)=[CH:21][N:20]=2)[CH:16]=[CH:17][CH:18]=1.C(=O)([O-])O.[Na+].O>C(#N)C>[N:28]1([CH2:27][CH2:26][O:25][C:22]2[CH:23]=[N:24][C:19]([C:15]3[CH:14]=[C:13]([CH:18]=[CH:17][CH:16]=3)[CH2:12][N:1]3[C:5]4[CH:6]=[CH:7][CH:8]=[CH:9][C:4]=4[N:3]=[N:2]3)=[N:20][CH:21]=2)[CH2:29][CH2:30][O:31][CH2:32][CH2:33]1 |f:1.2,3.4|. Reported procedure: 49 mg (0.41 mmol) of 1H-benzotriazole, 150 mg (0.41 mmol) of 4-{2-[2-(3-chloromethylphenyl)pyrimidin-5-yloxy]ethyl}morpholine hydrochloride and 136 mg (1.62 mmol) of sodium hydrogencarbonate are suspended in 4 ml of acetonitrile and stirred at 90° C. for 18. Water is added to the reaction mixture, which is then extracted with ethyl acetate. The organic phase is dried over sodium sulfate, evaporated and purified by means of column chromatography on silica gel. Starting materials: ClC1=CC=C(C(=O)Cl)C=C1 (p-chlorobenzoyl chloride), [N-]=C=S.[NH4+] (ammonium isothiocyanate), NC1=C(C=NN1C)C#N (5-amino-4-cyano-1-methylpyrazole). Run in CC(=O)C (acetone), CC(=O)C (acetone), O (water). Conditions: temperature 25 celsius, time 30 minute. Product: C(#N)C=1C=NN(C1NC(=S)NC(C1=CC=C(C=C1)Cl)=O)C (4-Cyano-1-methyl-5-(p-chlorobenzoylthioureido)-pyrazole). The yield is 65.0%. Reaction SMILES: [Cl:1][C:2]1[CH:10]=[CH:9][C:5]([C:6](Cl)=[O:7])=[CH:4][CH:3]=1.[N-:11]=[C:12]=[S:13].[NH4+].[NH2:15][C:16]1[N:20]([CH3:21])[N:19]=[CH:18][C:17]=1[C:22]#[N:23]>CC(C)=O.O>[C:22]([C:17]1[CH:18]=[N:19][N:20]([CH3:21])[C:16]=1[NH:15][C:12]([NH:11][C:6](=[O:7])[C:5]1[CH:9]=[CH:10][C:2]([Cl:1])=[CH:3][CH:4]=1)=[S:13])#[N:23] |f:1.2|. Reported procedure: 6.4 ml (50 mmol) of p-chlorobenzoyl chloride were added to a solution of 4.2 g (55 mmol) of ammonium isothiocyanate in 100 ml of acetone at about 20° C. Stirring was carried out for 30 minutes, after which a solution of 6.1 g (50 mmol) of 5-amino-4-cyano-1-methylpyrazole in 100 ml of acetone was slowly added dropwise at 50° C. This mixture was heated at the boil for 4 hours, cooled to about 25° C. and then diluted with 1000 ml of water. The product was extracted with ethyl acetate. Yield: 65%. The reactants are C(C)(C)(C)OC(=O)C1=CC=C(C=C1)\C=C/C1=CC=C(C=C1)C(=O)OC(C)(C)C (Z-4,4'-Stilbene-dicarboxylic acid di-tert.-butyl ester), C1(=CC=C(C=C1)S(=O)(=O)O)C (p-toluene sulphonic acid). Run in C1(=CC=CC=C1)C (toluene). Product: C1(=CC=C(C=C1)C(=O)O)\C=C/C1=CC=C(C=C1)C(=O)O (Z-4,4'-stilbene dicarboxylic acid). The yield is 98.6%. Reaction SMILES: C([O:5][C:6]([C:8]1[CH:13]=[CH:12][C:11](/[CH:14]=[CH:15]\[C:16]2[CH:21]=[CH:20][C:19]([C:22]([O:24]C(C)(C)C)=[O:23])=[CH:18][CH:17]=2)=[CH:10][CH:9]=1)=[O:7])(C)(C)C.C1(C)C=CC(S(O)(=O)=O)=CC=1>C1(C)C=CC=CC=1>[C:11]1(/[CH:14]=[CH:15]\[C:16]2[CH:17]=[CH:18][C:19]([C:22]([OH:24])=[O:23])=[CH:20][CH:21]=2)[CH:10]=[CH:9][C:8]([C:6]([OH:7])=[O:5])=[CH:13][CH:12]=1. Procedure details: 331 g of Z-4,4'-Stilbene-dicarboxylic acid di-tert.-butyl ester in 1700 ml of absolute toluene are boiled under reflux for 3 hours together with 10.3 g of p-toluene sulphonic acid. The reaction mixture is then concentrated by evaporation and boiled under reflux for 4 hours with 104.2 g of NaOH, 1300 ml of H2O and 1300 ml of ethanol. The reaction mixture is filtered hot after the addition of active charcoal, diluted with about 3 l of H2O and extracted twice, in each case with 1 l of CH2Cl2. Conce...